describe an organic reaction: reactants, conditions, products, and yield From a dataset of the Open Reaction Database (ORD), a public repository of structured organic reaction records. Starting materials: C1(CC1)Br (cyclopropyl bromide), [Mg] (magnesium), C1(CCCCC1)C[C@@H]1N(C(O[C@H]1C=O)(C)C)C(=O)OC(C)(C)C (tert-butyl (4S,5R)-4-(cyclohexylmethyl)-5-formyl-2,2-dimethyl-3-oxazolidinecarboxylate), ice, [Cl-].[NH4+] (ammonium chloride). The solvent is O1CCCC1 (tetrahydrofuran), C(C)(=O)OCC (ethyl acetate), C1(=CC=CC=C1)C (toluene), O1CCCC1 (tetrahydrofuran). Conditions: time 16 hour. The product is C1(CCCCC1)C[C@@H]1N(C(O[C@H]1[C@@H](O)C1CC1)(C)C)C(=O)OC(C)(C)C (tert-butyl (4S,5R)-4-(cyclohexylmethyl)-5-[(S)-cyclopropylhydroxymethyl]-2,2-dimethyl-3-oxazolidinecarboxylate). Isolated yield 52.8%. Reaction SMILES: [CH:1]1([CH2:7][C@H:8]2[C@H:12]([CH:13]=[O:14])[O:11][C:10]([CH3:16])([CH3:15])[N:9]2[C:17]([O:19][C:20]([CH3:23])([CH3:22])[CH3:21])=[O:18])[CH2:6][CH2:5][CH2:4][CH2:3][CH2:2]1.[CH:24]1(Br)[CH2:26][CH2:25]1.[Mg].[Cl-].[NH4+]>O1CCCC1.C(OCC)(=O)C.C1(C)C=CC=CC=1>[CH:1]1([CH2:7][C@H:8]2[C@H:12]([C@H:13]([CH:24]3[CH2:26][CH2:25]3)[OH:14])[O:11][C:10]([CH3:16])([CH3:15])[N:9]2[C:17]([O:19][C:20]([CH3:23])([CH3:22])[CH3:21])=[O:18])[CH2:2][CH2:3][CH2:4][CH2:5][CH2:6]1 |f:3.4|. Procedure details: A solution of 3.21 g (9.8 mmol) of tert-butyl (4S,5R)-4-(cyclohexylmethyl)-5-formyl-2,2-dimethyl-3-oxazolidinecarboxylate (WO 87/05302) in 25 ml of tetrahydrofuran is added dropwise at about 15° to a solution of the Grignard compound prepared from 3.94 ml (49 mmol) of cyclopropyl bromide and 1.2 g (0.049 gram atom) of magnesium shavings in 22 ml of tetrahydrofuran and the reaction mixture is subsequently stirred at room temperature under argon for 16 hours. Thereafter, the reaction mixture is po... Starting materials: N1N=CC(=C1)C1=CC2=C(C=3N=C(SC3CCO2)C(=O)O)C=C1 (8-(1H-Pyrazol-4-yl)-4,5-dihydro-6-oxa-3-thia-1-aza-benzo[e]azulene-2-carboxylic acid), C[C@H]1CNCC1 ((R)-3-methylpyrrolidine). Yields the product C[C@H]1CN(CC1)C(=O)C=1SC=2CCOC3=C(C2N1)C=CC(=C3)C=3C=NNC3 (((R)-3-Methyl-pyrrolidin-1-yl)-[8-(1H-pyrazol-4-yl)-4,5-dihydro-6-oxa-3-thia-1-aza-benzo[e]azulen-2-yl]-methanone). RXN SMILES: [NH:1]1[CH:5]=[C:4]([C:6]2[CH:22]=[CH:21][C:9]3[C:10]4[N:11]=[C:12]([C:18]([OH:20])=O)[S:13][C:14]=4[CH2:15][CH2:16][O:17][C:8]=3[CH:7]=2)[CH:3]=[N:2]1.[CH3:23][C@@H:24]1[CH2:28][CH2:27][NH:26][CH2:25]1>>[CH3:23][C@@H:24]1[CH2:28][CH2:27][N:26]([C:18]([C:12]2[S:13][C:14]3[CH2:15][CH2:16][O:17][C:8]4[CH:7]=[C:6]([C:4]5[CH:3]=[N:2][NH:1][CH:5]=5)[CH:22]=[CH:21][C:9]=4[C:10]=3[N:11]=2)=[O:20])[CH2:25]1. Procedure: Following the procedure for 103, 8-(1H-Pyrazol-4-yl)-4,5-dihydro-6-oxa-3-thia-1-aza-benzo[e]azulene-2-carboxylic acid (50.0 mg, 0.2 mmol) was reacted with (R)-3-methylpyrrolidine (1.2 equiv) to give 141 (2.4 mg, M+1 381.1) Reactants: C(#C)C=1C=NN2C1N=C(C=C2C(F)(F)F)C2=CC=C(C=C2)C(F)(F)F (3-ethynyl-7-trifluoromethyl-5-(4-trifluoromethyl-phenyl)-pyrazolo[1,5-a]pyrimidine), BrC1=NC=CC=C1 (2-bromopyridine). Product: N1=C(C=CC=C1)C#CC=1C=NN2C1N=C(C=C2C(F)(F)F)C2=CC=C(C=C2)C(F)(F)F (3-Pyridin-2-ylethynyl-7-trifluoromethyl-5-(4-trifluoromethyl-phenyl)-pyrazolo[1,5-a]pyrimidine), solid. Isolated yield 80.0%. Reaction SMILES: [C:1]([C:3]1[CH:4]=[N:5][N:6]2[C:11]([C:12]([F:15])([F:14])[F:13])=[CH:10][C:9]([C:16]3[CH:21]=[CH:20][C:19]([C:22]([F:25])([F:24])[F:23])=[CH:18][CH:17]=3)=[N:8][C:7]=12)#[CH:2].Br[C:27]1[CH:32]=[CH:31][CH:30]=[CH:29][N:28]=1>>[N:28]1[CH:29]=[CH:30][CH:31]=[CH:32][C:27]=1[C:2]#[C:1][C:3]1[CH:4]=[N:5][N:6]2[C:11]([C:12]([F:14])([F:13])[F:15])=[CH:10][C:9]([C:16]3[CH:21]=[CH:20][C:19]([C:22]([F:25])([F:24])[F:23])=[CH:18][CH:17]=3)=[N:8][C:7]=12. Procedure: The title compound was prepared from 3-ethynyl-7-trifluoromethyl-5-(4-trifluoromethyl-phenyl)-pyrazolo[1,5-a]pyrimidine (example C.1) (355 mg, 1.0 mmol) and 2-bromopyridine [CAS 109-04-6; commercially available] (237 mg, 1.5 mmol) according to general procedure II. Obtained as a yellow solid (345 mg, 80%). MS (ISP) 433.2 [(M+H)+]; mp 158-159° C. Starting materials: CO, CON=C(C(=O)OC)c1cnsn1, [Na+], [OH-]. The product is CON=C(C(=O)O)c1cnsn1. As a reaction SMILES: [CH3:16][OH:17].[CH3:3][O:4][N:5]=[C:6]([C:7](=[O:8])[O:9][CH3:10])[c:11]1[n:12][s:13][n:14][cH:15]1.[Na+:2].[OH-:1]>>[CH3:3][O:4][N:5]=[C:6]([C:7](=[O:8])[OH:9])[c:11]1[n:12][s:13][n:14][cH:15]1. Starting materials: COc1ccc(C23Cn4cc(C#N)cc4C(=O)N2CCN3)cc1, Cc1nocc1C(=O)O, [Cl-], O=C(Cl)C(=O)Cl, ClCCl, CN(C)C=O, O, c1ccncc1. Yields the product COc1ccc(C23Cn4cc(C#N)cc4C(=O)N2CCN3C(=O)c2conc2C)cc1. As a reaction SMILES: [CH3:17][O:18][c:19]1[cH:20][cH:21][c:22]([C:25]23[N:26]([C:27](=[O:36])[c:28]4[n:29]([cH:31][c:32]([C:34]#[N:35])[cH:33]4)[CH2:30]2)[CH2:37][CH2:38][NH:39]3)[cH:23][cH:24]1.[CH3:8][c:9]1[n:10][o:11][cH:12][c:13]1[C:14](=[O:15])[OH:16].[Cl-:1].[Cl:2][C:3]([C:4]([Cl:5])=[O:6])=[O:7].[Cl:40][CH2:41][Cl:42].[O:50]=[CH:51][N:52]([CH3:53])[CH3:54].[OH2:49].[cH:43]1[cH:44][cH:45][n:46][cH:47][cH:48]1>>[CH3:8][c:9]1[n:10][o:11][cH:12][c:13]1[C:14](=[O:16])[N:39]1[C:25]2([c:22]3[cH:21][cH:20][c:19]([O:18][CH3:17])[cH:24][cH:23]3)[N:26]([C:27](=[O:36])[c:28]3[n:29]([cH:31][c:32]([C:34]#[N:35])[cH:33]3)[CH2:30]2)[CH2:37][CH2:38]1. Starting materials: C[C@@H]1CC[C@@H]2[C@]13CC[C@@]([C@H](C3)C2(C)C)(C)O (cedrol), CCC(=O)OC1CC2CC1C3C2C=CC3 (tricyclodecenyl propionate), C1(=CC=CC=C1)CCO (phenylethyl alcohol), O=CC1=CC(OC)=C(O)C=C1 (vanillin), cyclopentadecanolide tricyclodecenyl acetate. Yields the product O1C(=O)C=CC2=CC=CC=C12 (coumarin). RXN SMILES: C[C@H]1[C@]23C[C@H](C(C)(C)[C@@H]2CC1)[C@@](O)(C)CC3.O=CC1C=CC(O)=C(OC)C=1.C[CH2:29][C:30]([O:32][CH:33]1[CH:37]2[CH:38]3CC=C[CH:39]3[CH:35]([CH2:36]2)[CH2:34]1)=[O:31].C1(CCO)C=CC=CC=1>>[O:32]1[C:33]2[C:37](=[CH:38][CH:39]=[CH:35][CH:34]=2)[CH:36]=[CH:29][C:30]1=[O:31]. Procedure details: cedrol; vanillin; cyclopentadecanolide tricyclodecenyl acetate; tricyclodecenyl propionate; phenylethyl alcohol Starting materials: C1(=CC=CC=C1)C#CCCCO (5-phenylpent-4-yn-1-ol), [Cr](=O)(=O)([O-])Cl.[NH+]1=CC=CC=C1 (pyridinium chlorochromate). The solvent is C(Cl)Cl (CH2Cl2), C(Cl)Cl (CH2Cl2), CCOCC (ether). Conditions: time 2.5 hour. The product is C1(=CC=CC=C1)C#CCCC=O (5-phenylpent-4-ynal). Reaction SMILES: [C:1]1([C:7]#[C:8][CH2:9][CH2:10][CH2:11][OH:12])[CH:6]=[CH:5][CH:4]=[CH:3][CH:2]=1.[Cr](Cl)([O-])(=O)=O.[NH+]1C=CC=CC=1>C(Cl)Cl.CCOCC>[C:1]1([C:7]#[C:8][CH2:9][CH2:10][CH:11]=[O:12])[CH:6]=[CH:5][CH:4]=[CH:3][CH:2]=1 |f:1.2|. Procedure details: A solution of 5-phenylpent-4-yn-1-ol (250 mg) in dry CH2Cl2 (2 ml) was added to a suspension of pyridinium chlorochromate (520 mg) in dry CH2Cl2 (3 ml). The mixture was stirred for 2.5 hours and diluted with ether, and the organic solution was decanted off. The oily residue was treated with ether (5×20 ml) and the extracts were washed successively with 5% NaHCO3, water and brine. After drying, the solvent was removed to yield 5-phenylpent-4-ynal.